From a dataset of the Open Reaction Database (ORD), a public repository of structured organic reaction records. describe an organic reaction: reactants, conditions, products, and yield The reactants are CC(C)(C)OC(=O)N1CCC(c2ccc(Br)s2)S(=O)(=O)CC1, CC(C)(C)OC(=O)CBr, [Li]CCCC, CC(C)[N-]C(C)C, CC(C)NC(C)C, [Cl-], [Li+], [NH4+], C1CCOC1. The product is CC(C)(C)OC(=O)CC1(c2ccc(Br)s2)CCN(C(=O)OC(C)(C)C)CCS1(=O)=O. RXN SMILES: [Br:21][c:22]1[cH:23][cH:24][c:25]([CH:27]2[CH2:28][CH2:29][N:30]([C:36](=[O:37])[O:38][C:39]([CH3:40])([CH3:41])[CH3:42])[CH2:31][CH2:32][S:33]2(=[O:34])=[O:35])[s:26]1.[Br:43][CH2:44][C:45](=[O:46])[O:47][C:48]([CH3:49])([CH3:50])[CH3:51].[CH2:16]([Li:17])[CH2:18][CH2:19][CH3:20].[CH:1]([N-:2][CH:3]([CH3:4])[CH3:5])([CH3:6])[CH3:7].[CH:9]([NH:10][CH:11]([CH3:12])[CH3:13])([CH3:14])[CH3:15].[Cl-:52].[Li+:8].[NH4+:53].[O:54]1[CH2:55][CH2:56][CH2:57][CH2:58]1>>[Br:21][c:22]1[cH:23][cH:24][c:25]([C:27]2([CH2:44][C:45](=[O:46])[O:47][C:48]([CH3:49])([CH3:50])[CH3:51])[CH2:28][CH2:29][N:30]([C:36](=[O:37])[O:38][C:39]([CH3:40])([CH3:41])[CH3:42])[CH2:31][CH2:32][S:33]2(=[O:34])=[O:35])[s:26]1.